Dataset: the Open Reaction Database (ORD), a public repository of structured organic reaction records. Task: describe an organic reaction: reactants, conditions, products, and yield Reactants: COC1=C(C(=O)N2CC(CC2)(C2=CC=CC=C2)CCN2CCC(CC2)NC2=NC3=C(N2CC=2OC=CC2)C=CC=C3)C=C(C=C1)N1N=NN=C1 (1-(2-methoxy-5-(1H-tetrazol-1-yl)benzoyl)-3-(2-(4-(1-(fur-2-ylmethyl)-1H-benzimidazol-2-yl-amino)piperidin-1-yl)ethyl)-3-phenylpyrrolidine), CO (methanol), Cl (hydrochloric acid), O1CCOCC1 (dioxane). Solvent: C(C)OCC (diethyl ether), ClCCl (dichloromethane), ClCCl (dichloromethane). Conditions: time 18 hour. Product: Cl.COC1=C(C(=O)N2CC(CC2)(C2=CC=CC=C2)CCN2CCC(CC2)NC2=NC3=C(N2CC=2OC=CC2)C=CC=C3)C=C(C=C1)N1N=NN=C1 (1-(2-methoxy-5-(1H-tetrazol-1-yl)benzoyl)-3-(2-(4-(1-(fur-2-ylmethyl)-1H-benzimidazol-2-yl-amino)piperidin-1-yl)ethyl)-3-phenylpyrrolidine hydrochloric acid salt). Reaction SMILES: [CH3:1][O:2][C:3]1[CH:45]=[CH:44][C:43]([N:46]2[CH:50]=[N:49][N:48]=[N:47]2)=[CH:42][C:4]=1[C:5]([N:7]1[CH2:11][CH2:10][C:9]([CH2:18][CH2:19][N:20]2[CH2:25][CH2:24][CH:23]([NH:26][C:27]3[N:31]([CH2:32][C:33]4[O:34][CH:35]=[CH:36][CH:37]=4)[C:30]4[CH:38]=[CH:39][CH:40]=[CH:41][C:29]=4[N:28]=3)[CH2:22][CH2:21]2)([C:12]2[CH:17]=[CH:16][CH:15]=[CH:14][CH:13]=2)[CH2:8]1)=[O:6].CO.[ClH:53].O1CCOCC1>C(OCC)C.ClCCl>[ClH:53].[CH3:1][O:2][C:3]1[CH:45]=[CH:44][C:43]([N:46]2[CH:50]=[N:49][N:48]=[N:47]2)=[CH:42][C:4]=1[C:5]([N:7]1[CH2:11][CH2:10][C:9]([CH2:18][CH2:19][N:20]2[CH2:25][CH2:24][CH:23]([NH:26][C:27]3[N:31]([CH2:32][C:33]4[O:34][CH:35]=[CH:36][CH:37]=4)[C:30]4[CH:38]=[CH:39][CH:40]=[CH:41][C:29]=4[N:28]=3)[CH2:22][CH2:21]2)([C:12]2[CH:17]=[CH:16][CH:15]=[CH:14][CH:13]=2)[CH2:8]1)=[O:6] |f:6.7|. Reported procedure: Combine 1-(2-methoxy-5-(1H-tetrazol-1-yl)benzoyl)-3-(2-(4-(1-(fur-2-ylmethyl)-1H-benzimidazol-2-yl-amino)piperidin-1-yl)ethyl)-3-phenylpyrrolidine (0.22 g, 0.33 mmol) and methanol (4 mL). Add a solution of hydrochloric acid in dioxane (0.166 mL, 4 M, 0.62 mmol). After 18 hours, evaporate in vacuo to give a residue. Three times, combine the residue and dichloromethane and evaporate in vacuo to give a residue. Combine the residue and dichloromethane (about 2 mL) slowly add, with stirring, to dieth...